From a dataset of the Open Reaction Database (ORD), a public repository of structured organic reaction records. describe an organic reaction: reactants, conditions, products, and yield Reactants: O=C([O-])[O-], CCOC(=O)C(C)(Cc1ccc(O)cc1)Oc1ccccc1, COc1ccc(CN2C(=O)N(Cc3ccc(C(F)(F)F)cc3)CC2CCOS(=O)(=O)c2ccc(C)cc2)cc1, CCOC(C)=O, [Cs+], [Cs+], CN(C)C=O. The product is CCOC(=O)C(C)(Cc1ccc(OCCC2CN(Cc3ccc(C(F)(F)F)cc3)C(=O)N2Cc2ccc(OC)cc2)cc1)Oc1ccccc1. RXN SMILES: [C:1](=[O:2])([O-:3])[O-:4].[CH2:7]([CH3:8])[O:9][C:10]([C:11]([CH2:12][c:13]1[cH:14][cH:15][c:16]([OH:19])[cH:17][cH:18]1)([O:20][c:21]1[cH:22][cH:23][cH:24][cH:25][cH:26]1)[CH3:27])=[O:28].[CH3:29][O:30][c:31]1[cH:32][cH:33][c:34]([CH2:35][N:36]2[C:37](=[O:65])[N:38]([CH2:54][c:55]3[cH:56][cH:57][c:58]([C:61]([F:62])([F:63])[F:64])[cH:59][cH:60]3)[CH2:39][CH:40]2[CH2:41][CH2:42][O:43][S:44]([c:45]2[cH:46][cH:47][c:48]([CH3:49])[cH:50][cH:51]2)(=[O:52])=[O:53])[cH:66][cH:67]1.[CH3:73][CH2:74][O:75][C:76](=[O:77])[CH3:78].[Cs+:5].[Cs+:6].[O:68]=[CH:69][N:70]([CH3:71])[CH3:72]>>[CH2:7]([CH3:8])[O:9][C:10]([C:11]([CH2:12][c:13]1[cH:14][cH:15][c:16]([O:19][CH2:42][CH2:41][CH:40]2[N:36]([CH2:35][c:34]3[cH:33][cH:32][c:31]([O:30][CH3:29])[cH:67][cH:66]3)[C:37](=[O:65])[N:38]([CH2:54][c:55]3[cH:56][cH:57][c:58]([C:61]([F:62])([F:63])[F:64])[cH:59][cH:60]3)[CH2:39]2)[cH:17][cH:18]1)([O:20][c:21]1[cH:22][cH:23][cH:24][cH:25][cH:26]1)[CH3:27])=[O:28].